This data is from the Open Reaction Database (ORD), a public repository of structured organic reaction records. The task is: describe an organic reaction: reactants, conditions, products, and yield Starting materials: BrC1=C2C(=CC=3CCCCC13)C(C(C2)C)=O (4-bromo-2-methyl-2,3,5,6,7,8-hexahydro-1H-cyclopenta[b]naphthalen-1-one), [BH4-].[Na+] (NaBH4), Cl (HCl), O (water). The solvent is C1CCOC1.CO (THF methanol), C1(=CC=CC=C1)C (toluene). Conditions: temperature 0 celsius, time 1 hour. The product is BrC1=C2C(=CC=3CCCCC13)C=C(C2)C (9-Bromo-2-methyl-5,6,7,8-tetrahydro-1H-cyclopenta[b]naphthalene). RXN SMILES: [Br:1][C:2]1[C:11]2[CH2:10][CH2:9][CH2:8][CH2:7][C:6]=2[CH:5]=[C:4]2[C:12](=O)[CH:13]([CH3:15])[CH2:14][C:3]=12.[BH4-].[Na+].O.Cl>C1COCC1.CO.C1(C)C=CC=CC=1>[Br:1][C:2]1[C:11]2[CH2:10][CH2:9][CH2:8][CH2:7][C:6]=2[CH:5]=[C:4]2[CH:12]=[C:13]([CH3:15])[CH2:14][C:3]=12 |f:1.2,5.6|. Procedure details: To a solution of 18.2 g (65.3 mmol) of 4-bromo-2-methyl-2,3,5,6,7,8-hexahydro-1H-cyclopenta[b]naphthalen-1-one in 100 ml of THF-methanol (2:1, vol.), 3.47 g (91.3 mmol) of NaBH4 was added, while vigorously stirring, over 1 h at 0° C. This mixture was stirred overnight at room temperature and then added to 300 ml of cold water and acidified with 1 M HCl to pH 1. The organic layer was separated, and the aqueous layer was extracted with 2×100 ml of methyl-tert-butyl ether. The combined extract was ... Yields the product O=C(O)C1=Cc2cc(I)cc(Cl)c2OC1C(F)(F)F. Reaction SMILES: [CH2:23]1[O:24][CH2:25][CH2:26][CH2:27]1.[CH3:28][OH:29].[Cl:1][c:2]1[cH:3][c:4]([I:21])[cH:5][c:6]2[c:11]1[O:10][CH:9]([C:12]([F:13])([F:14])[F:15])[C:8]([C:16](=[O:17])[O:18][CH2:19][CH3:20])=[CH:7]2.[ClH:22].[OH2:30]>>[Cl:1][c:2]1[cH:3][c:4]([I:21])[cH:5][c:6]2[c:11]1[O:10][CH:9]([C:12]([F:13])([F:14])[F:15])[C:8]([C:16](=[O:17])[OH:18])=[CH:7]2. Starting materials: C1CCOC1, CO, CCOC(=O)C1=Cc2cc(I)cc(Cl)c2OC1C(F)(F)F, Cl, O. The reactants are [H][H] (hydrogen), N(C1=CC=CC=C1)C1=NC(=CC(=N1)C)C (2-Anilino-4,6-dimethylpyrimidine), [H-].[Na+] (sodium hydride), suspension, C1(=CC=CC=C1)N=C=S (Phenyl isothiocyanate), product, CI (methyl iodide). Solvent: C1CCOC1 (THF), CS(=O)C (dimethyl sulphoxide), CS(=O)C (dimethyl sulphoxide). Run at time 2 hour. Product: CC1=NC(=NC(=C1)C)N(C(SC)=NC1=CC=CC=C1)C1=CC=CC=C1 (N-(4,6-dimethylpyrimidin-2-yl)-S-methyl-N,N'-diphenylisothiourea). RXN SMILES: [NH:1]([C:8]1[N:13]=[C:12]([CH3:14])[CH:11]=[C:10]([CH3:15])[N:9]=1)[C:2]1[CH:7]=[CH:6][CH:5]=[CH:4][CH:3]=1.[H-].[Na+].[H][H].[C:20]1([N:26]=[C:27]=[S:28])[CH:25]=[CH:24][CH:23]=[CH:22][CH:21]=1.[CH3:29]I>C1COCC1.CS(C)=O>[CH3:14][C:12]1[CH:11]=[C:10]([CH3:15])[N:9]=[C:8]([N:1]([C:2]2[CH:3]=[CH:4][CH:5]=[CH:6][CH:7]=2)[C:27](=[N:26][C:20]2[CH:25]=[CH:24][CH:23]=[CH:22][CH:21]=2)[S:28][CH3:29])[N:13]=1 |f:1.2|. Procedure details: 2-Anilino-4,6-dimethylpyrimidine (10 g) was added to a suspension of sodium hydride in oil (1.65 g of an 80% suspension) in dry THF (100 ml) and the mixture was heated under reflux until evolution of hydrogen ceased. Phenyl isothiocyanate (6.6 ml) was added slowly to the clear solution. The mixture was then stirred at room temperature for 2 hours. The solid was collected, washed with ether and dried in vacuo to give crude N-(4,6-dimethylpyrimidin-2-yl)-N,N'-diphenylisothiourea sodium salt. To a ... The product is C(=O)(O)C=1C=C2C(=CNC2=CC1)CCCCN1CC2=C(CC1)C1=C(O2)C=CC=C1 (2-[4-(5-carboxy-3-indolyl)butyl]-1,2,3,4-tetrahydrobenzofuro[2,3-c]pyridine). The solvent is O (water). Starting materials: C(C)OC(=O)C=1C=C2C(=CNC2=CC1)CCCCN1CC2=C(CC1)C1=C(O2)C=CC=C1 (2-[4-(5-ethoxycarbonyl-3-indolyl)butyl]-1,2,3,4-tetrahydrobenzofuro[2,3-c]pyridine), [OH-].[K+] (KOH). As a reaction SMILES: C([O:3][C:4]([C:6]1[CH:7]=[C:8]2[C:12](=[CH:13][CH:14]=1)[NH:11][CH:10]=[C:9]2[CH2:15][CH2:16][CH2:17][CH2:18][N:19]1[CH2:24][CH2:23][C:22]2[C:25]3[CH:31]=[CH:30][CH:29]=[CH:28][C:26]=3[O:27][C:21]=2[CH2:20]1)=[O:5])C.[OH-].[K+]>O>[C:4]([C:6]1[CH:7]=[C:8]2[C:12](=[CH:13][CH:14]=1)[NH:11][CH:10]=[C:9]2[CH2:15][CH2:16][CH2:17][CH2:18][N:19]1[CH2:24][CH2:23][C:22]2[C:25]3[CH:31]=[CH:30][CH:29]=[CH:28][C:26]=3[O:27][C:21]=2[CH2:20]1)([OH:5])=[O:3] |f:1.2|. Procedure: 4.16 g of 2-[4-(5-ethoxycarbonyl-3-indolyl)butyl]-1,2,3,4-tetrahydrobenzofuro[2,3-c]pyridine are boiled with 20 ml of water and 100 ml of 2N ethanolic KOH for 30 min, the usual working up is carried out, and 2-[4-(5-carboxy-3-indolyl)butyl]-1,2,3,4-tetrahydrobenzofuro[2,3-c]pyridine is obtained.